Dataset: the Open Reaction Database (ORD), a public repository of structured organic reaction records. Task: describe an organic reaction: reactants, conditions, products, and yield Reactants: C(C)N1C(CCC1)CN (1-ethyl-2-aminomethylpyrrolidine), O1CCCC2=CC=CC(=C12)C(=O)O (chroman-8-carboxylic acid), C(Cl)(Cl)Cl (chloroform), ClC(=O)OCC (ethyl chloroformate). Solvent: C(C)N(CC)CC (triethylamine). Conditions: temperature 0 celsius, time 30 minute. Product: C(C)N1C(CCC1)CNC(=O)C=1C=CC=C2CCCOC12 (N-(1-Ethyl-2-pyrrolidinylmethyl)chroman-8-carboxamide). RXN SMILES: [O:1]1[C:10]2[C:5](=[CH:6][CH:7]=[CH:8][C:9]=2[C:11]([OH:13])=O)[CH2:4][CH2:3][CH2:2]1.C(Cl)(Cl)Cl.ClC(OCC)=O.[CH2:24]([N:26]1[CH2:30][CH2:29][CH2:28][CH:27]1[CH2:31][NH2:32])[CH3:25]>C(N(CC)CC)C>[CH2:24]([N:26]1[CH2:30][CH2:29][CH2:28][CH:27]1[CH2:31][NH:32][C:11]([C:9]1[CH:8]=[CH:7][CH:6]=[C:5]2[C:10]=1[O:1][CH2:2][CH2:3][CH2:4]2)=[O:13])[CH3:25]. Procedure: 46 g of chroman-8-carboxylic acid, 188 ml of chloroform and 26 g of triethylamine were introduced into a 1-liter round-bottomed flask. The contents were cooled to 0° C. and 28 g of ethyl chloroformate were then added in small amounts, between 0° and 5° C. The contents were stirred for 30 minutes at 5° C. and 36 g of 1-ethyl-2-aminomethylpyrrolidine were then poured in dropwise, between 5° and 10° C. The contents were then stirred for 1 hour at 10° C. and the temperature was then allowed to rise.... Reactants: C1(=CC=CC=C1)[C@H](C)NC1=NC=CC(=N1)N1C=NC2=C1C=CC(=C2)I (2-[(S)-1-Phenylethylamino]-4-[5-iodobenzimidazol-1-yl]pyrimidine), [N+](=O)([O-])C=1C=C(C=CC1)B(O)O (3-nitrophenyl boronic acid). The product is C1(=CC=CC=C1)[C@H](C)NC1=NC=CC(=N1)N1C=NC2=C1C=CC(=C2)C2=CC(=CC=C2)[N+](=O)[O-] (2-[(S)-1-Phenylethylamino]-4-[5-(3-nitrophenyl)benzimidazol-1-yl]pyrimidine). RXN SMILES: [C:1]1([C@@H:7]([NH:9][C:10]2[N:15]=[C:14]([N:16]3[C:20]4[CH:21]=[CH:22][C:23](I)=[CH:24][C:19]=4[N:18]=[CH:17]3)[CH:13]=[CH:12][N:11]=2)[CH3:8])[CH:6]=[CH:5][CH:4]=[CH:3][CH:2]=1.[N+:26]([C:29]1[CH:30]=[C:31](B(O)O)[CH:32]=[CH:33][CH:34]=1)([O-:28])=[O:27]>>[C:1]1([C@@H:7]([NH:9][C:10]2[N:15]=[C:14]([N:16]3[C:20]4[CH:21]=[CH:22][C:23]([C:33]5[CH:32]=[CH:31][CH:30]=[C:29]([N+:26]([O-:28])=[O:27])[CH:34]=5)=[CH:24][C:19]=4[N:18]=[CH:17]3)[CH:13]=[CH:12][N:11]=2)[CH3:8])[CH:6]=[CH:5][CH:4]=[CH:3][CH:2]=1. Reported procedure: The title compound was prepared according to the procedure described in EXAMPLE 397, starting from 2-[(S)-1-Phenylethylamino]-4-[5-iodobenzimidazol-1-yl]pyrimidine and 3-nitrophenyl boronic acid. Mass spectrum (ESI) 437.3 (M+1). Reactants: CCOC(=O)C (EtOAc), CS(=O)(=O)Cl (Methane-sulfonyl chloride), CCN(C(C)C)C(C)C (DIPEA), Cl.COC(=O)[C@@H]1CCCCOC=2C=CC(C[C@@H](C(N[C@H](C(N1)=O)C(C)C)=O)N)=CC2 ((7S,10S,13S)-13-Amino-10-isopropyl-9,12-dioxo-2-oxa-8,11-diaza-bicyclo[13.2.2]nonadeca-1-(18),15(19),16-triene-7-carboxylic acid methyl ester hydrogen chloride salt). The solvent is CN(C)C=O (DMF). Conditions: time 18 hour. The product is COC(=O)[C@@H]1CCCCOC=2C=CC(C[C@@H](C(N[C@H](C(N1)=O)C(C)C)=O)NS(=O)(=O)C)=CC2 ((7S,10S,13S)-10-Isopropyl-13-methanesulfonylamino-9,12-dioxo-2-oxa-8,11-diaza-bicyclo[13.2.2]nonadeca-1(18),15(19),16-triene-7-carboxylic acid methyl ester). As a reaction SMILES: Cl.[CH3:2][O:3][C:4]([C@H:6]1[NH:22][C:21](=[O:23])[C@H:20]([CH:24]([CH3:26])[CH3:25])[NH:19][C:18](=[O:27])[C@@H:17]([NH2:28])[CH2:16][C:15]2=[CH:29][CH:30]=[C:12]([CH:13]=[CH:14]2)[O:11][CH2:10][CH2:9][CH2:8][CH2:7]1)=[O:5].[CH3:31][S:32](Cl)(=[O:34])=[O:33].CCN(C(C)C)C(C)C.CCOC(C)=O>CN(C=O)C>[CH3:2][O:3][C:4]([C@H:6]1[NH:22][C:21](=[O:23])[C@H:20]([CH:24]([CH3:26])[CH3:25])[NH:19][C:18](=[O:27])[C@@H:17]([NH:28][S:32]([CH3:31])(=[O:34])=[O:33])[CH2:16][C:15]2=[CH:29][CH:30]=[C:12]([CH:13]=[CH:14]2)[O:11][CH2:10][CH2:9][CH2:8][CH2:7]1)=[O:5] |f:0.1|. Reported procedure: Amine 47 (200 mg) was dissolved in anhydrous DMF (5 mL). Methane-sulfonyl chloride (39 μL) and DIPEA (0.175 mL) were added and the reaction mixture was stirred at rt for 18 h before being partitioned between chloroform and 1M hydrochloric acid. The aqueous phase was extracted three more times with chloroform and the combined organic extracts were dried (MgSO4), filtered and concentrated in vacuo. Purification was achieved using flash chromatography, eluting with a gradient of 1/1 EtOAc/(50/70) p... Starting materials: COc1ccccc1C1(O)CC(CC#N)CC2CN(C(=O)Cc3ccccc3OCc3ccccc3)CC21, CCO, [H][H], [OH-], [OH-], [Pd+2]. Yields the product COc1ccccc1C1(O)CC(CC#N)CC2CN(C(=O)Cc3ccccc3O)CC21. As a reaction SMILES: [C:1](#[N:2])[CH2:3][CH:4]1[CH2:5][C:6]([OH:30])([c:31]2[c:32]([O:37][CH3:38])[cH:33][cH:34][cH:35][cH:36]2)[CH:7]2[CH2:8][N:9]([C:13]([CH2:14][c:15]3[c:16]([O:21][CH2:22][c:23]4[cH:24][cH:25][cH:26][cH:27][cH:28]4)[cH:17][cH:18][cH:19][cH:20]3)=[O:29])[CH2:10][CH:11]2[CH2:12]1.[CH3:44][CH2:45][OH:46].[H:39][H:40].[OH-:41].[OH-:43].[Pd+2:42]>>[C:1](#[N:2])[CH2:3][CH:4]1[CH2:5][C:6]([OH:30])([c:31]2[c:32]([O:37][CH3:38])[cH:33][cH:34][cH:35][cH:36]2)[CH:7]2[CH2:8][N:9]([C:13]([CH2:14][c:15]3[c:16]([OH:21])[cH:17][cH:18][cH:19][cH:20]3)=[O:29])[CH2:10][CH:11]2[CH2:12]1.